From a dataset of the Open Reaction Database (ORD), a public repository of structured organic reaction records. describe an organic reaction: reactants, conditions, products, and yield Starting materials: CC(=O)O[BH-](OC(C)=O)OC(C)=O, CCS(=O)(=O)N1CCC(c2c[nH]c3c(C(N)=O)cc(-c4ccc(C=O)s4)cc23)CC1, C1CCOC1, CN, CS(C)=O, CC(=O)O, [Na+]. Product: CCS(=O)(=O)N1CCC(c2c[nH]c3c(C(N)=O)cc(-c4ccc(CNC)s4)cc23)CC1. RXN SMILES: [C:38]([O:39][BH-:40]([O:41][C:42](=[O:43])[CH3:44])[O:45][C:46](=[O:47])[CH3:48])(=[O:49])[CH3:50].[CH2:1]([CH3:2])[S:3](=[O:4])(=[O:5])[N:6]1[CH2:7][CH2:8][CH:9]([c:12]2[cH:13][nH:14][c:15]3[c:16]([C:28](=[O:29])[NH2:30])[cH:17][c:18](-[c:21]4[s:22][c:23]([CH:26]=[O:27])[cH:24][cH:25]4)[cH:19][c:20]23)[CH2:10][CH2:11]1.[CH2:33]1[O:34][CH2:35][CH2:36][CH2:37]1.[CH3:31][NH2:32].[CH3:52][S:53]([CH3:54])=[O:55].[CH3:56][C:57](=[O:58])[OH:59].[Na+:51]>>[CH2:1]([CH3:2])[S:3](=[O:4])(=[O:5])[N:6]1[CH2:7][CH2:8][CH:9]([c:12]2[cH:13][nH:14][c:15]3[c:16]([C:28](=[O:29])[NH2:30])[cH:17][c:18](-[c:21]4[s:22][c:23]([CH2:26][NH:32][CH3:31])[cH:24][cH:25]4)[cH:19][c:20]23)[CH2:10][CH2:11]1. Reactants: CCN(CC)S(=O)(=O)c1ccc([N+](=O)[O-])cc1, CCOC(C)=O, [H][H]. Product: CCN(CC)S(=O)(=O)c1ccc(N)cc1. As a reaction SMILES: [CH2:1]([CH3:2])[N:3]([S:4](=[O:5])(=[O:6])[c:7]1[cH:8][cH:9][c:10]([N+:13]([O-:14])=[O:15])[cH:11][cH:12]1)[CH2:16][CH3:17].[CH3:20][CH2:21][O:22][C:23](=[O:24])[CH3:25].[H:18][H:19]>>[CH2:1]([CH3:2])[N:3]([S:4](=[O:5])(=[O:6])[c:7]1[cH:8][cH:9][c:10]([NH2:13])[cH:11][cH:12]1)[CH2:16][CH3:17]. Reactants: CC(C)(C)N=C=S, CC(C)C(=O)Nc1cccc(C2CCN(CCCN)CC2)c1. Yields the product CC(C)C(=O)Nc1cccc(C2CCN(CCCNC(=S)NC(C)(C)C)CC2)c1. RXN SMILES: [N:1](=[C:2]=[S:3])[C:4]([CH3:5])([CH3:6])[CH3:7].[NH2:8][CH2:9][CH2:10][CH2:11][N:12]1[CH2:13][CH2:14][CH:15]([c:18]2[cH:19][c:20]([NH:24][C:25]([CH:26]([CH3:27])[CH3:28])=[O:29])[cH:21][cH:22][cH:23]2)[CH2:16][CH2:17]1>>[NH:1]([C:2](=[S:3])[NH:8][CH2:9][CH2:10][CH2:11][N:12]1[CH2:13][CH2:14][CH:15]([c:18]2[cH:19][c:20]([NH:24][C:25]([CH:26]([CH3:27])[CH3:28])=[O:29])[cH:21][cH:22][cH:23]2)[CH2:16][CH2:17]1)[C:4]([CH3:5])([CH3:6])[CH3:7]. Reactants: CC([C@@H](C(=O)O)N1C(N(CC1)CC=1C=NC(=CC1)C)=O)(C)C ((2S)-3,3-dimethyl-2-{3-[(6-methyl-3-pyridinyl)methyl]-2-oxo-1-imidazolidinyl}butanoic acid), CCOP(=O)(OCC)ON1C(=O)C2=C(C=CC=C2)N=N1 (DEPBT), C(C)(C)N(C(C)C)CC (N,N-diisopropylethylamine), N[C@H]([C@H](C[C@H](CC1=CC=C(C=C1)C1=NC=CC=C1)NC(=O)[C@H](C(C)(C)C)NC(OC)=O)O)CC1=CC=CC=C1 (methyl(1S)-1-[({(1S,3S,4S)-4-amino-3-hydroxy-5-phenyl-1-[4-(2-pyridinyl)benzyl]pentyl}amino)carbonyl]-2,2-dimethylpropylcarbamate). Run in C1CCOC1 (THF). Run at temperature 25 celsius, time 16 hour. The product is CC([C@@H](C(=O)N[C@H]([C@H](C[C@H](CC1=CC=C(C=C1)C1=NC=CC=C1)NC(=O)[C@H](C(C)(C)C)NC(OC)=O)O)CC1=CC=CC=C1)N1C(N(CC1)CC=1C=NC(=CC1)C)=O)(C)C (methyl(1S)-1-[({(1S,3S,4S)-4-[((2S)-3,3-dimethyl-2-{3-[(6-methyl-3-pyridinyl)methyl]-2-oxo-1-imidazolidinyl}butanoyl)amino]-3-hydroxy-5-phenyl-1-[4-(2-pyridinyl)benzyl]pentyl}amino)carbonyl]-2,2-dimethylpropylcarbamate). The yield is 44.9%. Reaction SMILES: [NH2:1][C@@H:2]([CH2:33][C:34]1[CH:39]=[CH:38][CH:37]=[CH:36][CH:35]=1)[C@@H:3]([OH:32])[CH2:4][C@@H:5]([NH:19][C:20]([C@@H:22]([NH:27][C:28](=[O:31])[O:29][CH3:30])[C:23]([CH3:26])([CH3:25])[CH3:24])=[O:21])[CH2:6][C:7]1[CH:12]=[CH:11][C:10]([C:13]2[CH:18]=[CH:17][CH:16]=[CH:15][N:14]=2)=[CH:9][CH:8]=1.[CH3:40][C:41]([CH3:61])([CH3:60])[C@H:42]([N:46]1[CH2:50][CH2:49][N:48]([CH2:51][C:52]2[CH:53]=[N:54][C:55]([CH3:58])=[CH:56][CH:57]=2)[C:47]1=[O:59])[C:43](O)=[O:44].CCOP(ON1N=NC2C=CC=CC=2C1=O)(OCC)=O.C(N(CC)C(C)C)(C)C>C1COCC1>[CH3:40][C:41]([CH3:61])([CH3:60])[C@H:42]([N:46]1[CH2:50][CH2:49][N:48]([CH2:51][C:52]2[CH:53]=[N:54][C:55]([CH3:58])=[CH:56][CH:57]=2)[C:47]1=[O:59])[C:43]([NH:1][C@@H:2]([CH2:33][C:34]1[CH:35]=[CH:36][CH:37]=[CH:38][CH:39]=1)[C@@H:3]([OH:32])[CH2:4][C@@H:5]([NH:19][C:20]([C@@H:22]([NH:27][C:28](=[O:31])[O:29][CH3:30])[C:23]([CH3:26])([CH3:25])[CH3:24])=[O:21])[CH2:6][C:7]1[CH:12]=[CH:11][C:10]([C:13]2[CH:18]=[CH:17][CH:16]=[CH:15][N:14]=2)=[CH:9][CH:8]=1)=[O:44]. Procedure: A solution containing the product from Example 2C (0.020 g, 0.038 mmol) in THF (0.4 mL) was treated with the product from Example 83A (0.025 g, 0.082 mmol), DEPBT (0.017 g, 0.057 mmol), and N,N-diisopropylethylamine (0.033 mL, 0.189 mmol), stirred at 25° C. for 16 hours, and partitioned between ethyl acetate and 10% Na2CO3 solution. The organic phase was washed with additional 10% Na2CO3 solution and brine, dried over MgSO4, filtered and concentrated. The residue was purified by reversed phase c... Reactants: C([O-])([O-])=O.[Na+].[Na+] (sodium carbonate), OCCS(=O)(=O)CC1=C(C=CC(=C1)CS(=O)(=O)CCO)[N+](=O)[O-] (2,4-bis(hydroxyethylsulfonylmethyl)nitrobenzene), 40. Reagents/catalysts: [Fe] (iron). Run in O (water). Conditions: time 30 minute. The product is 84.7, OCCS(=O)(=O)CC1=C(N)C=CC(=C1)CS(=O)(=O)CCO (2,4-bis(hydroxyethylsulfonylmethyl)aniline). Reaction SMILES: [OH:1][CH2:2][CH2:3][S:4]([CH2:7][C:8]1[CH:13]=[C:12]([CH2:14][S:15]([CH2:18][CH2:19][OH:20])(=[O:17])=[O:16])[CH:11]=[CH:10][C:9]=1[N+:21]([O-])=O)(=[O:6])=[O:5].C(=O)([O-])[O-].[Na+].[Na+]>[Fe].O>[OH:1][CH2:2][CH2:3][S:4]([CH2:7][C:8]1[CH:13]=[C:12]([CH2:14][S:15]([CH2:18][CH2:19][OH:20])(=[O:17])=[O:16])[CH:11]=[CH:10][C:9]=1[NH2:21])(=[O:6])=[O:5] |f:1.2.3|. Reported procedure: 100 parts of 2,4-bis(hydroxyethylsulfonylmethyl)nitrobenzene are added at a constant rate over a period of 30 minutes with stirring to a mixture heated to 80° to 85° C. and consisting of 40 parts of iron powder and 200 parts of water, the reaction temperature being maintained at 80° to 85° C. during the addition. After the addition is completed, stirring is continued for 30 minutes, the pH is adjusted to 8.5 with aqueous sodium carbonate solution, and the mixture is clarified while hot by removi... The reactants are O=C1CCC(=O)N1Br, Br, CC(=O)c1ccc2nnnn2c1, CC(=O)O, CC(=O)O, CCOC(C)=O, ClCCl. The product is O=C(CBr)c1ccc2nnnn2c1. As a reaction SMILES: [Br:18][N:19]1[C:20](=[O:21])[CH2:22][CH2:23][C:24]1=[O:25].[BrH:13].[C:1]([CH3:2])(=[O:3])[c:4]1[cH:5][cH:6][c:7]2[n:8]([cH:9]1)[n:10][n:11][n:12]2.[CH3:14][C:15](=[O:16])[OH:17].[CH3:29][C:30](=[O:31])[OH:32].[CH3:33][CH2:34][O:35][C:36](=[O:37])[CH3:38].[Cl:26][CH2:27][Cl:28]>>[C:1]([CH2:2][Br:18])(=[O:3])[c:4]1[cH:5][cH:6][c:7]2[n:8]([cH:9]1)[n:10][n:11][n:12]2.